The task is: describe an organic reaction: reactants, conditions, products, and yield. This data is from the Open Reaction Database (ORD), a public repository of structured organic reaction records. Reactants: C1(=CC=CC=C1)C (toluene), CN(C=O)C (dimethylformamide), C(C1=CC=CC=C1)OC(=O)N[C@@H](CC(=O)O)C(=O)O (N-benzyloxycarbonyl-L-aspartic acid), compound B, C(C)(=O)Cl (acetyl chloride), resultant mixture. Run in C(C)(=O)OCC (ethyl acetate). Product: C(C1=CC=CC=C1)OC(=O)N[C@H]1CC(=O)OC1=O (N-benzyloxycarbonyl-L-aspartic anhydride). RXN SMILES: [CH2:1]([O:8][C:9]([NH:11][C@H:12]([C:17]([OH:19])=[O:18])[CH2:13][C:14]([OH:16])=O)=[O:10])[C:2]1[CH:7]=[CH:6][CH:5]=[CH:4][CH:3]=1.C(Cl)(=O)C.C1(C)C=CC=CC=1.CN(C)C=O>C(OCC)(=O)C>[CH2:1]([O:8][C:9]([NH:11][C@@H:12]1[C:17](=[O:18])[O:19][C:14](=[O:16])[CH2:13]1)=[O:10])[C:2]1[CH:3]=[CH:4][CH:5]=[CH:6][CH:7]=1. Reported procedure: In 15 mL of ethyl acetate was suspended 5.0 g (18.73 mmol) of N-benzyloxycarbonyl-L-aspartic acid (compound B′). This solution was stirred at room temperature in a nitrogen atmosphere. Thereto was added dropwise 1.76 g of acetyl chloride (98%, 22.48 mmol). The mixture was stirred at 60° C. for 2 hours. After completion of the reaction, 50 mL of toluene and 6 mL of dimethylformamide were added to the reaction mixture. The resultant mixture was heated to 90 to 103° C. to remove 20 mL of volatile i... Reactants: C1COCCOCCOCCOCCO1, CCOC(=O)c1c[nH]c(-c2ccccc2)c1F, [H-], [Na+], C1CCOC1, O=S(=O)(Cl)c1ccccc1. The product is CCOC(=O)c1cn(S(=O)(=O)c2ccccc2)c(-c2ccccc2)c1F. RXN SMILES: [CH2:20]1[O:21][CH2:22][CH2:23][O:24][CH2:25][CH2:26][O:27][CH2:28][CH2:29][O:30][CH2:31][CH2:32][O:33][CH2:34]1.[F:1][c:2]1[c:3]([C:13](=[O:14])[O:15][CH2:16][CH3:17])[cH:4][nH:5][c:6]1-[c:7]1[cH:8][cH:9][cH:10][cH:11][cH:12]1.[H-:18].[Na+:19].[O:45]1[CH2:46][CH2:47][CH2:48][CH2:49]1.[c:35]1([S:41](=[O:42])(=[O:43])[Cl:44])[cH:36][cH:37][cH:38][cH:39][cH:40]1>>[F:1][c:2]1[c:3]([C:13](=[O:14])[O:15][CH2:16][CH3:17])[cH:4][n:5]([S:41]([c:35]2[cH:36][cH:37][cH:38][cH:39][cH:40]2)(=[O:42])=[O:43])[c:6]1-[c:7]1[cH:8][cH:9][cH:10][cH:11][cH:12]1.